From a dataset of the Open Reaction Database (ORD), a public repository of structured organic reaction records. describe an organic reaction: reactants, conditions, products, and yield The reactants are COc1cccc(CC(=O)O)c1OC, O=C(Cl)C(=O)Cl, ClCCl, CCOc1nc(N)cc(N)c1C#N, Nc1cccnc1N, c1ccncc1. The product is CCOc1nc(NC(=O)Cc2cccc(OC)c2OC)cc(N)c1C#N. Reaction SMILES: [CH3:1][O:2][c:3]1[c:4]([CH2:11][C:12](=[O:13])[OH:14])[cH:5][cH:6][cH:7][c:8]1[O:9][CH3:10].[Cl:15][C:16]([C:17]([Cl:18])=[O:19])=[O:20].[Cl:42][CH2:43][Cl:44].[NH2:21][c:22]1[cH:23][c:24]([NH2:33])[n:25][c:26]([O:30][CH2:31][CH3:32])[c:27]1[C:28]#[N:29].[NH2:34][c:35]1[c:36]([NH2:37])[n:38][cH:39][cH:40][cH:41]1.[cH:45]1[cH:46][cH:47][n:48][cH:49][cH:50]1>>[CH3:1][O:2][c:3]1[c:4]([CH2:11][C:12](=[O:14])[NH:33][c:24]2[cH:23][c:22]([NH2:21])[c:27]([C:28]#[N:29])[c:26]([O:30][CH2:31][CH3:32])[n:25]2)[cH:5][cH:6][cH:7][c:8]1[O:9][CH3:10]. The reactants are ClC(Cl)(OC(OC(Cl)(Cl)Cl)=O)Cl (triphosgene), CC1=C(C(=O)OC(C)(C)C)C=C(C=C1)N (tert-butyl 2-methyl-5-aminobenzoate), C(C)(C)(C)C(=O)CN1C(C(CN(C2=C1C=CC=C2)C2CCCCC2)N)=O (1-tert-butylcarbonylmethyl-2-oxo-3-amino-5-cyclohexyl-1,3,4,5-tetrahydro-2H-1,5-benzodiazepine), resultant mixture, ice water. The solvent is O1CCCC1 (tetrahydrofuran), C(C)N(CC)CC (triethylamine), O1CCCC1 (tetrahydrofuran). Run at time 15 minute. Yields the product C(C)(C)(C)C(=O)CN1C(C(CN(C2=C1C=CC=C2)C2CCCCC2)NC(=O)NC2=CC(=C(C=C2)C)C(=O)OC(C)(C)C)=O (1-(1-tert-butylcarbonylmethyl-2-oxo-5-cyclohexyl-1,3,4,5-tetrahydro-2H-1,5-benzodiazepin-3-yl)-3-(3-tert-butoxycarbonyl-4-methylphenyl)urea). Yield: 235.2%. Reaction SMILES: Cl[C:2](Cl)([O:4]C(=O)OC(Cl)(Cl)Cl)Cl.[CH3:13][C:14]1[CH:26]=[CH:25][C:24]([NH2:27])=[CH:23][C:15]=1[C:16]([O:18][C:19]([CH3:22])([CH3:21])[CH3:20])=[O:17].[C:28]([C:32]([CH2:34][N:35]1[C:41]2[CH:42]=[CH:43][CH:44]=[CH:45][C:40]=2[N:39]([CH:46]2[CH2:51][CH2:50][CH2:49][CH2:48][CH2:47]2)[CH2:38][CH:37]([NH2:52])[C:36]1=[O:53])=[O:33])([CH3:31])([CH3:30])[CH3:29]>O1CCCC1.C(N(CC)CC)C>[C:28]([C:32]([CH2:34][N:35]1[C:41]2[CH:42]=[CH:43][CH:44]=[CH:45][C:40]=2[N:39]([CH:46]2[CH2:51][CH2:50][CH2:49][CH2:48][CH2:47]2)[CH2:38][CH:37]([NH:52][C:2]([NH:27][C:24]2[CH:25]=[CH:26][C:14]([CH3:13])=[C:15]([C:16]([O:18][C:19]([CH3:22])([CH3:20])[CH3:21])=[O:17])[CH:23]=2)=[O:4])[C:36]1=[O:53])=[O:33])([CH3:31])([CH3:29])[CH3:30]. Procedure details: Under ice-cooling, triphosgene (205 mg) was added to a solution of tert-butyl 2-methyl-5-aminobenzoate (383 mg) in anhydrous tetrahydrofuran (40 ml), triethylamine (825 μl) was added thereto five times over 15 minutes after divided into five portions. After the mixture was stirred at room temperature for 5 minutes, a solution of 1-tert-butylcarbonylmethyl-2-oxo-3-amino-5-cyclohexyl-1,3,4,5-tetrahydro-2H-1,5-benzodiazepine (600 mg) in anhydrous tetrahydrofuran (10 ml) was added under ice-cooling.... The reactants are [Al+3], CN(C(=O)CNC(c1ccccc1)(c1ccccc1)c1ccccc1)c1cnn(C)c1NC(c1ccccc1)(c1ccccc1)c1ccccc1, [F-], [H-], [H-], [H-], [H-], [Li+], [Na+], C1CCOC1, O. Yields the product CN(CCNC(c1ccccc1)(c1ccccc1)c1ccccc1)c1cnn(C)c1NC(c1ccccc1)(c1ccccc1)c1ccccc1. Reaction SMILES: [Al+3:2].[CH3:12][N:13]([C:14]([CH2:15][NH:16][C:17]([c:18]1[cH:19][cH:20][cH:21][cH:22][cH:23]1)([c:24]1[cH:25][cH:26][cH:27][cH:28][cH:29]1)[c:30]1[cH:31][cH:32][cH:33][cH:34][cH:35]1)=[O:36])[c:37]1[cH:38][n:39][n:40]([CH3:62])[c:41]1[NH:42][C:43]([c:44]1[cH:45][cH:46][cH:47][cH:48][cH:49]1)([c:50]1[cH:51][cH:52][cH:53][cH:54][cH:55]1)[c:56]1[cH:57][cH:58][cH:59][cH:60][cH:61]1.[F-:63].[H-:1].[H-:4].[H-:5].[H-:6].[Li+:3].[Na+:64].[O:7]1[CH2:8][CH2:9][CH2:10][CH2:11]1.[OH2:65]>>[CH3:12][N:13]([CH2:14][CH2:15][NH:16][C:17]([c:18]1[cH:19][cH:20][cH:21][cH:22][cH:23]1)([c:24]1[cH:25][cH:26][cH:27][cH:28][cH:29]1)[c:30]1[cH:31][cH:32][cH:33][cH:34][cH:35]1)[c:37]1[cH:38][n:39][n:40]([CH3:62])[c:41]1[NH:42][C:43]([c:44]1[cH:45][cH:46][cH:47][cH:48][cH:49]1)([c:50]1[cH:51][cH:52][cH:53][cH:54][cH:55]1)[c:56]1[cH:57][cH:58][cH:59][cH:60][cH:61]1. Starting materials: C(=O)(O)[C@H](CC=C)[C@@H]1OC(OC1=O)(C)C ((4S)-4-[(1R)-1-carboxy-but-3-enyl]-2,2-dimethyl-1,3-dioxolan-5-one), Cl.C(C1=CC=CC=C1)OC([C@@H](N)C(C)(C)C)=O (L-tert-leucine benzyl ester hydrochloride). The product is C(C1=CC=CC=C1)OC(=O)[C@H](C(C)(C)C)NC([C@H](CC=C)[C@@H]1OC(OC1=O)(C)C)=O ((2R)-N-[(1S)-1-[(benzyloxy)carbonyl]-2,2-dimethylpropyl]-2-[(4S)-2,2-dimethyl-5-oxo-1,3-dioxolan-4-yl]pent-4-enamide). Isolated yield 86.8%. RXN SMILES: [C:1]([C@@H:4]([C@H:8]1[C:12](=[O:13])[O:11][C:10]([CH3:15])([CH3:14])[O:9]1)[CH2:5][CH:6]=[CH2:7])([OH:3])=O.Cl.[CH2:17]([O:24][C:25](=[O:32])[C@H:26]([C:28]([CH3:31])([CH3:30])[CH3:29])[NH2:27])[C:18]1[CH:23]=[CH:22][CH:21]=[CH:20][CH:19]=1>>[CH2:17]([O:24][C:25]([C@@H:26]([NH:27][C:1](=[O:3])[C@@H:4]([C@H:8]1[C:12](=[O:13])[O:11][C:10]([CH3:15])([CH3:14])[O:9]1)[CH2:5][CH:6]=[CH2:7])[C:28]([CH3:30])([CH3:29])[CH3:31])=[O:32])[C:18]1[CH:23]=[CH:22][CH:21]=[CH:20][CH:19]=1 |f:1.2|. Procedure: According to the method of Preparation 2, (4S)-4-[(1R)-1-carboxy-but-3-enyl]-2,2-dimethyl-1,3-dioxolan-5-one (Preparation 14b)(2.39 g, 11.20 mmol) was reacted with L-tert-leucine benzyl ester hydrochloride (3.03 g, 11.76 mmol) for 1 h at 4° C. and then 17 h at 20° C. The mixture was concentrated under reduced pressure, dissolved in ethyl acetate (200 mL), washed with 0.5M aqueous sodium dihydrogenphosphate (2×200 mL), 5% saturated sodium bicarbonate (200 mL), water, dried (MgSO4), and concentrat... Reactants: COC=1C=C2CCCC2=CC1C(=O)O (5-methoxyindan-6-carboxylic acid), CN(C)C=O (DMF), [Cl-] (chloride). Solvent: O1CCCC1 (tetrahydrofuran). Run at time 1 hour. Yields the product COC=1C=C2CCCC2=CC1C(=O)Cl (5-methoxyindan-6-carboxylic acid chloride). RXN SMILES: [CH3:1][O:2][C:3]1[CH:4]=[C:5]2[C:9](=[CH:10][C:11]=1[C:12]([OH:14])=O)[CH2:8][CH2:7][CH2:6]2.CN(C=O)C.[Cl-:20]>O1CCCC1>[CH3:1][O:2][C:3]1[CH:4]=[C:5]2[C:9](=[CH:10][C:11]=1[C:12]([Cl:20])=[O:14])[CH2:8][CH2:7][CH2:6]2. Procedure: To a mixture of 5-methoxyindan-6-carboxylic acid (3.84 g), DMF (0.1 ml) and tetrahydrofuran (50 ml) was added oxyalyl chloride (2.1 ml) dropwise. The mixture was stirred at room temperature for 1 hour, at the end of which time the solvent was distilled off to give 5-methoxyindan-6-carboxylic acid chloride. This chloride was dissolved in dichloromethane (50 ml) and after addition of 2,6-di-tert-butylphenol (4.12 g), tin tetrachloride (2.6 ml) was added dropwise with ice-cooling. The mixture was s... Starting materials: BrBr (Bromine), CSC1=NC=CC(=N1)CC(=O)C1=CC=CC=C1 (2-(2-methylthio-pyrimidin-4-yl)-1-phenyl-ethanone), BrBr (bromine), BrBr (bromine). Solvent: C(C)(=O)O (acetic acid). The product is BrC(C(=O)C1=CC=CC=C1)C1=NC(=NC=C1)SC (2-bromo-2-(2-methylthio-pyrimidin-4-yl)-1-phenyl-ethanone). As a reaction SMILES: [Br:1]Br.[CH3:3][S:4][C:5]1[N:10]=[C:9]([CH2:11][C:12]([C:14]2[CH:19]=[CH:18][CH:17]=[CH:16][CH:15]=2)=[O:13])[CH:8]=[CH:7][N:6]=1>C(O)(=O)C>[Br:1][CH:11]([C:9]1[CH:8]=[CH:7][N:6]=[C:5]([S:4][CH3:3])[N:10]=1)[C:12]([C:14]1[CH:19]=[CH:18][CH:17]=[CH:16][CH:15]=1)=[O:13]. Procedure details: Bromine (24.1 g, 0.15 mol) is added with stirring to 2-(2-methylthio-pyrimidin-4-yl)-1-phenyl-ethanone (36.8 g, 0.15 mol) in acetic acid (300 ml) in such a way that the reaction temperature does not exceed +25° C. and the color of the bromine is discharged immediately. After the addition of the bromine solution the solvent is removed by evaporation under vacuum. The pH of the resulting oil is adjusted to 8 using an aqueous saturated sodium bicarbonate solution and the product is extracted severa...